Dataset: the Open Reaction Database (ORD), a public repository of structured organic reaction records. Task: describe an organic reaction: reactants, conditions, products, and yield The reactants are N1(CCC1)C1(CCCC1)C#N (1-(1-azetidinyl)cyclopentanecarbonitrile), C1(=CC=CC=C1)[Li] (phenyllithium), solution, NC(C1(CCCC1)N(C)C)C1=CC=CC=C1 (Racemic {1-[amino(phenyl)methyl]cyclopentyl}dimethylamine), [BH4-].[Na+] (sodium borohydride). The solvent is ethers, C1CCOC1 (THF), CO (methanol). The product is N1(CCC1)C1(CCCC1)C(N)C1=CC=CC=C1 ((±)1-[1-(1-Azetidinyl)cyclopentyl]-1-phenylmethanamine). Yield: 47.0%. Reaction SMILES: [N:1]1([C:5]2([C:10]#[N:11])[CH2:9][CH2:8][CH2:7][CH2:6]2)[CH2:4][CH2:3][CH2:2]1.[C:12]1([Li])[CH:17]=[CH:16][CH:15]=[CH:14][CH:13]=1.[BH4-].[Na+].NC(C1C=CC=CC=1)C1(N(C)C)CCCC1>C1COCC1.CO>[N:1]1([C:5]2([CH:10]([C:12]3[CH:17]=[CH:16][CH:15]=[CH:14][CH:13]=3)[NH2:11])[CH2:9][CH2:8][CH2:7][CH2:6]2)[CH2:2][CH2:3][CH2:4]1 |f:2.3|. Reported procedure: The title compound (0.45 g, 47%) was prepared from 1-(1-azetidinyl)cyclopentanecarbonitrile D13 (0.60 g, 4.0 mmol), and phenyllithium in ethers (2.6 ml of a 1.7M solution; 4.4 mmol) in THF (5 ml), followed by reaction with sodium borohydride (0.456 g, 12 mmol) in methanol (5 ml) in a similar manner to that described in D2. 1H NMR (CDCl3) δ: 0.67 (1H, m), 1.06 (1H, m), 1.32 (4H, m), 1.48 (2H, m), 1.91-2.03 (4H, m), 3.24 (4H, m), 3.83 (1H, s), 7.20-7.32 (3H, m), 7.44 (2H, m). Solvent: C(C)(=O)OCC (ethyl acetate). Product: NCC(COC1=NC=CC=C1C)O (2-(3'-amino-2'-hydroxy-propoxy)-3-methylpyridine). Procedure: Catalytic debenzylation of a solution of 28.3 g of 2-(3'-benzylamino-2'-hydroxy-propoxy)-3-methyl-pyridine in 300 ml of ethyl acetate, with the addition of a total of 12 g of palladium on charcoal (5% strength), gives 2-(3'-amino-2'-hydroxy-propoxy)-3-methylpyridine of boiling point 120°-130° C./0.07 mm Hg in a bulb tube. Starting materials: C(C1=CC=CC=C1)NCC(COC1=NC=CC=C1C)O (2-(3'-benzylamino-2'-hydroxy-propoxy)-3-methyl-pyridine). Reagents/catalysts: [Pd] (palladium on charcoal). RXN SMILES: C([NH:8][CH2:9][CH:10]([OH:20])[CH2:11][O:12][C:13]1[C:18]([CH3:19])=[CH:17][CH:16]=[CH:15][N:14]=1)C1C=CC=CC=1>C(OCC)(=O)C.[Pd]>[NH2:8][CH2:9][CH:10]([OH:20])[CH2:11][O:12][C:13]1[C:18]([CH3:19])=[CH:17][CH:16]=[CH:15][N:14]=1. The reactants are O=C(Cl)N1CC(Oc2ccc(Cl)cc2)C1, [NH4+], C1CCOC1, [OH-], O. The product is NC(=O)N1CC(Oc2ccc(Cl)cc2)C1. Reaction SMILES: [Cl:1][c:2]1[cH:3][cH:4][c:5]([O:6][CH:7]2[CH2:8][N:9]([C:11](=[O:12])[Cl:13])[CH2:10]2)[cH:14][cH:15]1.[NH4+:16].[O:18]1[CH2:19][CH2:20][CH2:21][CH2:22]1.[OH-:17].[OH2:23]>>[Cl:1][c:2]1[cH:3][cH:4][c:5]([O:6][CH:7]2[CH2:8][N:9]([C:11](=[O:12])[NH2:16])[CH2:10]2)[cH:14][cH:15]1. Reactants: NC1=NC(=CC(=N1)C1=CC=C2C(=NNC2=C1)N)SC (6-[2-amino-6-(methylthio)-4-pyrimidinyl]-1H-indazol-3-amine), OO (H2O2), C(=O)(C(F)(F)F)O (TFA), Cl.CC(C)C1NCCC1 (2-(1-methylethyl)pyrrolidine hydrochloride). The solvent is O1CCOCC1 (1,4-Dioxane), C(C)N(CC)CC (triethylamine), C(C)N(CC)CC (triethylamine). Conditions: time 2 hour. Yields the product C(=O)(C(F)(F)F)O (TFA), NC1=NC(=CC(=N1)C1=CC=C2C(=NNC2=C1)N)N1C(CCC1)C(C)C (6-{2-Amino-6-[2-(1-methylethyl)-1-pyrrolidinyl]-4-pyrimidinyl}-1H-indazol-3-amine). Reaction SMILES: [NH2:1][C:2]1[N:7]=[C:6]([C:8]2[CH:16]=[C:15]3[C:11]([C:12]([NH2:17])=[N:13][NH:14]3)=[CH:10][CH:9]=2)[CH:5]=[C:4](SC)[N:3]=1.OO.Cl.[CH3:23][CH:24]([CH:26]1[CH2:30][CH2:29][CH2:28][NH:27]1)[CH3:25].[C:31]([OH:37])([C:33]([F:36])([F:35])[F:34])=[O:32]>C(N(CC)CC)C.O1CCOCC1>[C:31]([OH:37])([C:33]([F:36])([F:35])[F:34])=[O:32].[NH2:1][C:2]1[N:7]=[C:6]([C:8]2[CH:16]=[C:15]3[C:11]([C:12]([NH2:17])=[N:13][NH:14]3)=[CH:10][CH:9]=2)[CH:5]=[C:4]([N:27]2[CH2:28][CH2:29][CH2:30][CH:26]2[CH:24]([CH3:25])[CH3:23])[N:3]=1 |f:2.3|. Procedure: To 6-[2-amino-6-(methylthio)-4-pyrimidinyl]-1H-indazol-3-amine (0.25 g, 0.92 mmol) in TFA (8.74 mL) at 0° C. was added aqueous H2O2 (0.375 mL, 3.67 mmol, 30% (w/w)) dropwise over 2 minutes. Upon completion of the addition, the reaction was allowed to warm to room temperature. After 2 hours, the reaction mixture was cooled back to 0° C. and quenched with dimethyl sulfide (0.54 mL, 7.34 mmol, dropwise addition). The reaction was allowed to warm to room temperature and stirred for 1 hour. The mixtu... Starting materials: O=C([O-])[O-], ClCOCc1ccccc1, [K+], [K+], CN(C)C=O, O, O=S(=O)(c1nc(-c2ccccc2)c(-c2ccccc2)[nH]1)C(F)(F)C(F)F. Product: O=S(=O)(c1nc(-c2ccccc2)c(-c2ccccc2)n1COCc1ccccc1)C(F)(F)C(F)F. As a reaction SMILES: [C:37](=[O:38])([O-:39])[O-:40].[Cl:27][CH2:28][O:29][CH2:30][c:31]1[cH:32][cH:33][cH:34][cH:35][cH:36]1.[K+:41].[K+:42].[O:44]=[CH:45][N:46]([CH3:47])[CH3:48].[OH2:43].[c:1]1(-[c:7]2[n:8][c:9]([S:18](=[O:19])(=[O:20])[C:21]([CH:22]([F:23])[F:24])([F:25])[F:26])[nH:10][c:11]2-[c:12]2[cH:13][cH:14][cH:15][cH:16][cH:17]2)[cH:2][cH:3][cH:4][cH:5][cH:6]1>>[c:1]1(-[c:7]2[n:8]([CH2:28][O:29][CH2:30][c:31]3[cH:32][cH:33][cH:34][cH:35][cH:36]3)[c:9]([S:18](=[O:19])(=[O:20])[C:21]([CH:22]([F:23])[F:24])([F:25])[F:26])[n:10][c:11]2-[c:12]2[cH:13][cH:14][cH:15][cH:16][cH:17]2)[cH:2][cH:3][cH:4][cH:5][cH:6]1. Reactants: [N+](#[C-])C1=C(CNC(=O)NC)C=CC=C1 (1-(2-isocyanobenzyl)-3-methylurea), C(CC(=O)O)(=O)O (malonic acid), ice water, C(C)(=O)OC(C)=O (Acetic anhydride). The solvent is C(C)(=O)O (acetic acid). Reaction conditions: temperature 60 celsius, time 2 hour. The product is [N+](#[C-])C1=C(CN2C(N(C(CC2=O)=O)C)=O)C=CC=C1 (1-(2-isocyanobenzyl)-3-methylpyrimidine-2,4,6(1H,3H,5H)-trione). Isolated yield 60.0%. Reaction SMILES: [N+:1]([C:3]1[CH:14]=[CH:13][CH:12]=[CH:11][C:4]=1[CH2:5][NH:6][C:7]([NH:9][CH3:10])=[O:8])#[C-:2].[C:15]([OH:21])(=O)[CH2:16][C:17]([OH:19])=O.C(OC(=O)C)(=O)C>C(O)(=O)C>[N+:1]([C:3]1[CH:14]=[CH:13][CH:12]=[CH:11][C:4]=1[CH2:5][N:6]1[C:15](=[O:21])[CH2:16][C:17](=[O:19])[N:9]([CH3:10])[C:7]1=[O:8])#[C-:2]. Reported procedure: In an alternate embodiment, 1-(2-isocyanobenzyl)-3-methylurea (30 g), acetic acid (105 ml) and malonic acid (18 g) were mixed and heated to 60° C. Acetic anhydride (60 ml) was added at 60° C. and heating was continued for two hours at 80° C. The reaction mixture was poured over ice water (300 ml) and the obtained solid was filtered, washed with water (1×500 ml) and methyl-tert-butylether (100 ml). The yield is 60% with 93.4% purity.